Dataset: the Open Reaction Database (ORD), a public repository of structured organic reaction records. Task: describe an organic reaction: reactants, conditions, products, and yield As a reaction SMILES: [CH3:19][C:20](=[O:21])[CH3:22].[S:14](=[O:15])(=[O:16])([OH:17])[OH:18].[S:1](=[O:2])(=[O:3])([CH3:4])[O:5][CH:6]([C:7](=[CH2:8])[O:9][CH3:10])[CH2:11][C:12]#[CH:13]>>[S:1](=[O:2])(=[O:3])([CH3:4])[O:5][CH:6]([C:7]([CH3:8])=[O:9])[CH2:11][C:12]#[CH:13]. Starting materials: CC(C)=O, O=S(=O)(O)O, C#CCC(OS(C)(=O)=O)C(=C)OC. The product is C#CCC(OS(C)(=O)=O)C(C)=O. Reactants: C1CCOC1, COc1ccc(S(=O)(=O)n2cc(C=CC(=O)O)c3cc(OC)ccc32)cc1, CCOCC. The product is COc1ccc(S(=O)(=O)n2cc(CCC(=O)O)c3cc(OC)ccc32)cc1. RXN SMILES: [CH2:33]1[O:34][CH2:35][CH2:36][CH2:37]1.[CH3:1][O:2][c:3]1[cH:4][cH:5][c:6]([S:9](=[O:10])(=[O:11])[n:12]2[cH:13][c:14]([CH:23]=[CH:24][C:25](=[O:26])[OH:27])[c:15]3[cH:16][c:17]([O:21][CH3:22])[cH:18][cH:19][c:20]23)[cH:7][cH:8]1.[CH3:28][CH2:29][O:30][CH2:31][CH3:32]>>[CH3:1][O:2][c:3]1[cH:4][cH:5][c:6]([S:9](=[O:10])(=[O:11])[n:12]2[cH:13][c:14]([CH2:23][CH2:24][C:25](=[O:26])[OH:27])[c:15]3[cH:16][c:17]([O:21][CH3:22])[cH:18][cH:19][c:20]23)[cH:7][cH:8]1.